Dataset: the Open Reaction Database (ORD), a public repository of structured organic reaction records. Task: describe an organic reaction: reactants, conditions, products, and yield The reactants are CC(C)O, Clc1nc(Nc2ccccc2)c2ccccc2n1, Cl, Nc1ccc(N2CCCCC2)cc1, C1COCCO1. Yields the product Cl, Cl, c1ccc(Nc2nc(Nc3ccc(N4CCCCC4)cc3)nc3ccccc23)cc1. As a reaction SMILES: [CH:33]([OH:34])([CH3:35])[CH3:36].[Cl:1][c:2]1[n:3][c:4]2[cH:5][cH:6][cH:7][cH:8][c:9]2[c:10]([NH:12][c:13]2[cH:14][cH:15][cH:16][cH:17][cH:18]2)[n:11]1.[ClH:32].[NH2:19][c:20]1[cH:21][cH:22][c:23]([N:26]2[CH2:27][CH2:28][CH2:29][CH2:30][CH2:31]2)[cH:24][cH:25]1.[O:37]1[CH2:38][CH2:39][O:40][CH2:41][CH2:42]1>>[ClH:1].[ClH:32].[c:2]1([NH:19][c:20]2[cH:21][cH:22][c:23]([N:26]3[CH2:27][CH2:28][CH2:29][CH2:30][CH2:31]3)[cH:24][cH:25]2)[n:3][c:4]2[cH:5][cH:6][cH:7][cH:8][c:9]2[c:10]([NH:12][c:13]2[cH:14][cH:15][cH:16][cH:17][cH:18]2)[n:11]1.